Dataset: the Open Reaction Database (ORD), a public repository of structured organic reaction records. Task: describe an organic reaction: reactants, conditions, products, and yield Reactants: 8-91, FC(OC=1C=C(C=CC1)C1=CN=C2N1N=C(C=C2)N[C@@H]2CC[C@H](CC2)N)(F)F (trans-N1-(3-(3-(trifluoromethoxy)phenyl)imidazo[1,2-b]pyridazin-6-yl)cyclohexane-1,4-diamine), CCN(C(C)C)C(C)C (DIPEA), CS(=O)(=O)Cl (MeSO2Cl). Solvent: CS(=O)C (DMSO). Run at time 8 hour. The product is FC(OC=1C=C(C=CC1)C1=CN=C2N1N=C(C=C2)N[C@@H]2CC[C@H](CC2)NS(=O)(=O)C)(F)F (N-(trans-4-((3-(3-(trifluoromethoxy)phenyl)imidazo[1,2-b]pyridazin-6-yl)amino)cyclohexyl)methanesulfonamide). RXN SMILES: [F:1][C:2]([F:28])([F:27])[O:3][C:4]1[CH:5]=[C:6]([C:10]2[N:14]3[N:15]=[C:16]([NH:19][C@H:20]4[CH2:25][CH2:24][C@H:23]([NH2:26])[CH2:22][CH2:21]4)[CH:17]=[CH:18][C:13]3=[N:12][CH:11]=2)[CH:7]=[CH:8][CH:9]=1.CCN(C(C)C)C(C)C.[CH3:38][S:39](Cl)(=[O:41])=[O:40]>CS(C)=O>[F:28][C:2]([F:1])([F:27])[O:3][C:4]1[CH:5]=[C:6]([C:10]2[N:14]3[N:15]=[C:16]([NH:19][C@H:20]4[CH2:21][CH2:22][C@H:23]([NH:26][S:39]([CH3:38])(=[O:41])=[O:40])[CH2:24][CH2:25]4)[CH:17]=[CH:18][C:13]3=[N:12][CH:11]=2)[CH:7]=[CH:8][CH:9]=1. Reported procedure: To a 0° C. solution of trans-N1-(3-(3-(trifluoromethoxy)phenyl)imidazo[1,2-b]pyridazin-6-yl)cyclohexane-1,4-diamine (180 mg, 0.46 mmol) and DIPEA (178 mg, 1.38 mol) in DMSO (2.0 mL) was added dropwise MeSO2Cl (53 mg, 0.46 mmol). The resulting mixture was stirred at room temperature overnight. LCMS showed most of starting material was converted. The mixture was partitioned between brine (100 mL) and EtOAc (50 mL) and separated. The aqueous layer was extracted with EtOAc (50 mL*3). The combined ex... Reactants: [BH4-], Cl, Nc1c(F)cc(C(=O)CNC2CCCCC2)cc1Br, [Na+]. The product is Nc1c(F)cc(C(O)CNC2CCCCC2)cc1Br. RXN SMILES: [BH4-:21].[ClH:1].[NH2:2][c:3]1[c:4]([Br:20])[cH:5][c:6]([C:10]([CH2:11][NH:12][CH:13]2[CH2:14][CH2:15][CH2:16][CH2:17][CH2:18]2)=[O:19])[cH:7][c:8]1[F:9].[Na+:22]>>[NH2:2][c:3]1[c:4]([Br:20])[cH:5][c:6]([CH:10]([CH2:11][NH:12][CH:13]2[CH2:14][CH2:15][CH2:16][CH2:17][CH2:18]2)[OH:19])[cH:7][c:8]1[F:9].